Dataset: the Open Reaction Database (ORD), a public repository of structured organic reaction records. Task: describe an organic reaction: reactants, conditions, products, and yield The reactants are [Si](C)(C)(C(C)(C)C)O[C@@H]1C[C@@H](CCC1)C=1N=CC(=NC1)N (5-((1R,3S)-3-((tert-butyldimethylsilyl)oxy)cyclohexyl)pyrazin-2-amine), C1CC(=O)N(C1=O)Br (NBS). The solvent is C(C)#N (acetonitrile). Conditions: temperature 0 celsius, time 15 minute. Yields the product BrC=1C(=NC=C(N1)C1CC(CCC1)O[Si](C)(C)C(C)(C)C)N (3-bromo-5-(3-((tert-butyldimethylsilyl)oxy)cyclohexyl)pyrazin-2-amine). RXN SMILES: [Si:1]([O:8][C@H:9]1[CH2:14][CH2:13][CH2:12][C@@H:11]([C:15]2[N:16]=[CH:17][C:18]([NH2:21])=[N:19][CH:20]=2)[CH2:10]1)([C:4]([CH3:7])([CH3:6])[CH3:5])([CH3:3])[CH3:2].C1C(=O)N([Br:29])C(=O)C1>C(#N)C>[Br:29][C:17]1[C:18]([NH2:21])=[N:19][CH:20]=[C:15]([CH:11]2[CH2:12][CH2:13][CH2:14][CH:9]([O:8][Si:1]([C:4]([CH3:7])([CH3:5])[CH3:6])([CH3:3])[CH3:2])[CH2:10]2)[N:16]=1. Procedure: To a solution of 5-((1R,3S)-3-((tert-butyldimethylsilyl)oxy)cyclohexyl)pyrazin-2-amine (110 mg, 0.358 mmol) in acetonitrile (5.50 mL) was added NBS (66.9 mg, 0.376 mmol) at 0° C. The reaction mixture was stirred at 0° C. for 15 min. After quenched with sat sodium thiosulfate and sat NaHCO3, extracted with EtOAc three times. The organic layers were combined and washed with brine, dried over Na2SO4, filtered and concentrated to afford 138 mg of desired cis racemate compound, which was used as it w... Procedure details: According to the procedure of Example 53, Step 2,using crude methyl (1S,2R)-2-{benzyl[(1R)-1-phenylethyl]amino}-1-(hydroxymethyl)cyclopentanecarboxylate (800 mg), 4.4% formic acid in methanol (50 mL) and 10% Pd/C (421 mg), methyl (1S,2R)-2-amino-1-(hydroxymethyl)cyclopentanecarboxylate was obtained (404 mg, 1.93 mmol) as a colorless solid. 1H NMR (400 MHz, MeOD) δ ppm 1.76-1.82 (m, 2H) 1.84-1.92 (m, 1H) 2.09-2.18 (m, 1H) 2.20-2.30 (m, 1H) 3.58-3.68 (m, 2H) 3.81 (s, 3H) 3.97-4.02 (m, 1H). Starting materials: C(=O)O (formic acid), C(C1=CC=CC=C1)N([C@H]1[C@](CCC1)(C(=O)OC)CO)[C@H](C)C1=CC=CC=C1 (methyl (1S,2R)-2-{benzyl[(1R)-1-phenylethyl]amino}-1-(hydroxymethyl)cyclopentanecarboxylate). Reaction SMILES: C([N:8]([C@@H](C1C=CC=CC=1)C)[C@@H:9]1[CH2:13][CH2:12][CH2:11][C@:10]1([CH2:18][OH:19])[C:14]([O:16][CH3:17])=[O:15])C1C=CC=CC=1.C(O)=O>CO.[Pd]>[NH2:8][C@@H:9]1[CH2:13][CH2:12][CH2:11][C@:10]1([CH2:18][OH:19])[C:14]([O:16][CH3:17])=[O:15]. Solvent: CO (methanol), [Pd] (Pd/C). The product is N[C@H]1[C@](CCC1)(C(=O)OC)CO (methyl (1S,2R)-2-amino-1-(hydroxymethyl)cyclopentanecarboxylate). The reactants are NCCN1CCN(Cc2ccccc2)CC1, O=C(O)c1cc2cc(Cl)ncc2[nH]1. Yields the product O=C(NCCN1CCN(Cc2ccccc2)CC1)c1cc2cc(Cl)ncc2[nH]1. Reaction SMILES: [CH2:14]([c:15]1[cH:16][cH:17][cH:18][cH:19][cH:20]1)[N:21]1[CH2:22][CH2:23][N:24]([CH2:27][CH2:28][NH2:29])[CH2:25][CH2:26]1.[Cl:1][c:2]1[cH:3][c:4]2[c:5]([cH:6][n:7]1)[nH:8][c:9]([C:11](=[O:12])[OH:13])[cH:10]2>>[Cl:1][c:2]1[cH:3][c:4]2[c:5]([cH:6][n:7]1)[nH:8][c:9]([C:11](=[O:13])[NH:29][CH2:28][CH2:27][N:24]1[CH2:23][CH2:22][N:21]([CH2:14][c:15]3[cH:16][cH:17][cH:18][cH:19][cH:20]3)[CH2:26][CH2:25]1)[cH:10]2.